From a dataset of the Open Reaction Database (ORD), a public repository of structured organic reaction records. describe an organic reaction: reactants, conditions, products, and yield Yield: 87.0%. Run at time 15 minute. Procedure details: (1R)-1-[(3,4-dimethoxyphenyl)methyl]-1,2,3,4-tetrahydro-6,7-dimethoxy-2-tert-butoxycarbonylethyl-isoquinoline oxalate (1.0 g, 0.00178 moles) was dissolved in water (10 ml) and saturated aqueous sodium bicarbonate solution was added to produce a pH in the range of 9-10. Dichloromethane (20 ml) was added and the mixture was stirred for 15 minutes at ambient temperature. The upper organic layer was separated and the aqueous layer was extracted three times with dichloromethane (3×20 ml). The combine... Reactants: C([O-])(O)=O.[Na+] (sodium bicarbonate), IC (Iodomethane), C(C(=O)O)(=O)O.COC=1C=C(C=CC1OC)C[C@]1(NCCC2=CC(=C(C=C12)OC)OC)CCC(=O)OC(C)(C)C ((1R)-1-[(3,4-dimethoxyphenyl)methyl]-1,2,3,4-tetrahydro-6,7-dimethoxy-2-tert-butoxycarbonylethyl-isoquinoline oxalate), ClCCl (Dichloromethane). Reaction SMILES: [C:1](O)(=O)C(O)=O.[CH3:7][O:8][C:9]1[CH:10]=[C:11]([CH2:17][C@:18]2([CH2:32][CH2:33][C:34]([O:36][C:37]([CH3:40])([CH3:39])[CH3:38])=[O:35])[C:27]3[C:22](=[CH:23][C:24]([O:30][CH3:31])=[C:25]([O:28][CH3:29])[CH:26]=3)[CH2:21][CH2:20][NH:19]2)[CH:12]=[CH:13][C:14]=1[O:15][CH3:16].C(=O)(O)[O-].[Na+].ClCCl.[I:49]C>O.C(OCC)C>[I-:49].[CH3:7][O:8][C:9]1[CH:10]=[C:11]([CH2:17][C@:18]2([CH2:32][CH2:33][C:34]([O:36][C:37]([CH3:40])([CH3:39])[CH3:38])=[O:35])[C:27]3[C:22](=[CH:23][C:24]([O:30][CH3:31])=[C:25]([O:28][CH3:29])[CH:26]=3)[CH2:21][CH2:20][NH+:19]2[CH3:1])[CH:12]=[CH:13][C:14]=1[O:15][CH3:16] |f:0.1,2.3,8.9|. Product: [I-].COC=1C=C(C=CC1OC)C[C@]1([NH+](CCC2=CC(=C(C=C12)OC)OC)C)CCC(=O)OC(C)(C)C ((1R)-1-[(3,4-dimethoxyphenyl)methyl]-1,2,3,4-tetrahydro-6,7-dimethoxy-2-methyl-2-tert-butoxycarbonylethyl-isoquinolinium iodide). Solvent: O (water), C(C)OCC (diethyl ether). Reactants: O=C([O-])[O-], CC#N, CC(Cl)C(=O)N1CCCO1, Oc1ccc(Oc2ccc(Cl)cc2)cc1, [K+], [K+]. Yields the product CC(Oc1ccc(Oc2ccc(Cl)cc2)cc1)C(=O)N1CCCO1. RXN SMILES: [C:26](=[O:27])([O-:28])[O-:29].[CH3:32][C:33]#[N:34].[Cl:16][CH:17]([C:18](=[O:19])[N:20]1[O:21][CH2:22][CH2:23][CH2:24]1)[CH3:25].[Cl:1][c:2]1[cH:3][cH:4][c:5]([O:6][c:7]2[cH:8][cH:9][c:10]([OH:13])[cH:11][cH:12]2)[cH:14][cH:15]1.[K+:30].[K+:31]>>[Cl:1][c:2]1[cH:3][cH:4][c:5]([O:6][c:7]2[cH:8][cH:9][c:10]([O:13][CH:17]([C:18](=[O:19])[N:20]3[O:21][CH2:22][CH2:23][CH2:24]3)[CH3:25])[cH:11][cH:12]2)[cH:14][cH:15]1. Reactants: C1CCOC1, CCCC[N+](CCCC)(CCCC)CCCC, Cl, [F-], C[Si](C)(C)C(F)(F)F, O=Cc1ccccc1-c1ccncc1. Product: OC(c1ccccc1-c1ccncc1)C(F)(F)F. As a reaction SMILES: [CH2:42]1[O:43][CH2:44][CH2:45][CH2:46]1.[CH3:2][CH2:3][CH2:4][CH2:5][N+:6]([CH2:7][CH2:8][CH2:9][CH3:10])([CH2:11][CH2:12][CH2:13][CH3:14])[CH2:15][CH2:16][CH2:17][CH3:18].[ClH:41].[F-:1].[F:33][C:34]([F:35])([F:36])[Si:37]([CH3:38])([CH3:39])[CH3:40].[n:19]1[cH:20][cH:21][c:22](-[c:25]2[c:26]([CH:27]=[O:28])[cH:29][cH:30][cH:31][cH:32]2)[cH:23][cH:24]1>>[n:19]1[cH:20][cH:21][c:22](-[c:25]2[c:26]([CH:27]([OH:28])[C:34]([F:33])([F:35])[F:36])[cH:29][cH:30][cH:31][cH:32]2)[cH:23][cH:24]1. Reactants: O (water), CC(C=O)(C)C (trimethylacetaldehyde), NC1C(C(OC2=CC=C(C=C12)CC(=O)NCC1=CC=CC=C1)(C)C)O (2-(4-amino-3-hydroxy-2,2-dimethyl-3,4-dihydro-2H-chromen-6-yl)-N-benzylacetamide), [BH3-]C#N.[Na+] (NaBH3CN). The solvent is CO (methanol). Reaction conditions: temperature 50 celsius, time 2 hour. Yields the product C(C1=CC=CC=C1)NC(CC=1C=C2C(C(C(OC2=CC1)(C)C)O)NCC(C)(C)C)=O (N-benzyl-2-[3-hydroxy-2,2-dimethyl-4-(neopentylamino)-3,4-dihydro-2H-chromen-6-yl]acetamide). Reaction SMILES: [CH3:1][C:2]([CH3:6])([CH3:5])[CH:3]=O.[NH2:7][CH:8]1[C:17]2[C:12](=[CH:13][CH:14]=[C:15]([CH2:18][C:19]([NH:21][CH2:22][C:23]3[CH:28]=[CH:27][CH:26]=[CH:25][CH:24]=3)=[O:20])[CH:16]=2)[O:11][C:10]([CH3:30])([CH3:29])[CH:9]1[OH:31].[BH3-]C#N.[Na+].O>CO>[CH2:22]([NH:21][C:19](=[O:20])[CH2:18][C:15]1[CH:16]=[C:17]2[C:12](=[CH:13][CH:14]=1)[O:11][C:10]([CH3:29])([CH3:30])[CH:9]([OH:31])[CH:8]2[NH:7][CH2:1][C:2]([CH3:6])([CH3:5])[CH3:3])[C:23]1[CH:24]=[CH:25][CH:26]=[CH:27][CH:28]=1 |f:2.3|. Reported procedure: 4 ml of trimethylacetaldehyde was added to a solution of 11 g of the 2-(4-amino-3-hydroxy-2,2-dimethyl-3,4-dihydro-2H-chromen-6-yl)-N-benzylacetamide obtained above in 200 ml methanol. 2.44 g of NaBH3CN was added in several portions, and the resulting suspension was stirred for 2 hours at 50° C. After cooling to room temperature, the reaction mixture was poured into 200 ml water. The aqueous phase was extracted once with 150 ml EA, the combined organic phases were dried over sodium sulfate, and ... Reactants: C=Cc1cnc2c(c(NC(=O)C3CC3)cn2C(=O)OC(C)(C)C)c1N1CCCC(NC(=O)OC(C)(C)C)C1, CCO. The product is CCc1cnc2c(c(NC(=O)C3CC3)cn2C(=O)OC(C)(C)C)c1N1CCCC(NC(=O)OC(C)(C)C)C1. Reaction SMILES: [C:1]([CH3:2])([CH3:3])([CH3:4])[O:5][C:6](=[O:7])[NH:8][CH:9]1[CH2:10][N:11]([c:15]2[c:16]3[c:17]([n:18][cH:19][c:20]2[CH:21]=[CH2:22])[n:23]([C:32](=[O:33])[O:34][C:35]([CH3:36])([CH3:37])[CH3:38])[cH:24][c:25]3[NH:26][C:27](=[O:28])[CH:29]2[CH2:30][CH2:31]2)[CH2:12][CH2:13][CH2:14]1.[CH3:39][CH2:40][OH:41]>>[C:1]([CH3:2])([CH3:3])([CH3:4])[O:5][C:6](=[O:7])[NH:8][CH:9]1[CH2:10][N:11]([c:15]2[c:16]3[c:17]([n:18][cH:19][c:20]2[CH2:21][CH3:22])[n:23]([C:32](=[O:33])[O:34][C:35]([CH3:36])([CH3:37])[CH3:38])[cH:24][c:25]3[NH:26][C:27](=[O:28])[CH:29]2[CH2:30][CH2:31]2)[CH2:12][CH2:13][CH2:14]1.